From a dataset of the Open Reaction Database (ORD), a public repository of structured organic reaction records. describe an organic reaction: reactants, conditions, products, and yield Yields the product CC(C)(Oc1cccc(C2CCCN(C(=O)NCc3ccc(C(F)(F)F)cc3)C2)c1)C(=O)OCc1ccccc1. Starting materials: O=C(n1ccnc1)n1ccnc1, CC(C)(Oc1cccc(C2CCCNC2)c1)C(=O)OCc1ccccc1, Cc1ccccc1, Cl, NCc1ccc(C(F)(F)F)cc1, O. Reaction SMILES: [C:13](=[O:14])([n:15]1[cH:16][cH:17][n:18][cH:19]1)[n:20]1[cH:21][cH:22][n:23][cH:24]1.[CH2:25]([c:26]1[cH:27][cH:28][cH:29][cH:30][cH:31]1)[O:32][C:33]([C:34]([CH3:35])([O:36][c:37]1[cH:38][c:39]([CH:43]2[CH2:44][NH:45][CH2:46][CH2:47][CH2:48]2)[cH:40][cH:41][cH:42]1)[CH3:49])=[O:50].[CH3:52][c:53]1[cH:54][cH:55][cH:56][cH:57][cH:58]1.[ClH:51].[F:1][C:2]([c:3]1[cH:4][cH:5][c:6]([CH2:7][NH2:8])[cH:9][cH:10]1)([F:11])[F:12].[OH2:59]>>[F:1][C:2]([c:3]1[cH:4][cH:5][c:6]([CH2:7][NH:8][C:13](=[O:14])[N:45]2[CH2:44][CH:43]([c:39]3[cH:38][c:37]([O:36][C:34]([C:33]([O:32][CH2:25][c:26]4[cH:27][cH:28][cH:29][cH:30][cH:31]4)=[O:50])([CH3:35])[CH3:49])[cH:42][cH:41][cH:40]3)[CH2:48][CH2:47][CH2:46]2)[cH:9][cH:10]1)([F:11])[F:12]. Reactants: C(C)(=O)O[BH-](OC(C)=O)OC(C)=O.[Na+] (sodium triacetoxyborohydride), C=O (formaldehyde), N(C1=CC=CC=C1)C1CCN(CC1)[C@H]1C[C@H](N(C1)C(=O)OC(C)(C)C)C(=O)N1CSCC1 (3-[(2S,4S)-4-(4-Anilinopiperidino)-1-tert-butoxycarbonyl-2-pyrrolidinylcarbonyl]-1,3-thiazolidine), Cl.Cl.Cl.N(C1=CC=CC=C1)C1CCN(CC1)[C@H]1C[C@H](NC1)C(=O)N1CSCC1 (3-[(2S,4S)-4-(4-anilinopiperidino)-2-pyrrolidinylcarbonyl]-1,3-thiazolidine trihydrochloride). Run in C(C)(=O)O (acetic acid), ClCCCl (1,2-dichloroethane), O (water). Run at time 12 hour. Yields the product C(C)(C)(C)OC(=O)N1[C@@H](C[C@@H](C1)N1CCC(CC1)N(C1=CC=CC=C1)C)C(=O)N1CSCC1 (3-{(2S,4S)-1-tert-butoxycarbonyl-4-[4-(N-methylanilino)piperidino]-2-pyrrolidinylcarbonyl}-1,3-thiazolidine). Reaction SMILES: [NH:1]([CH:8]1[CH2:13][CH2:12][N:11]([C@@H:14]2[CH2:18][N:17]([C:19]([O:21][C:22]([CH3:25])([CH3:24])[CH3:23])=[O:20])[C@H:16]([C:26]([N:28]3[CH2:32][CH2:31][S:30][CH2:29]3)=[O:27])[CH2:15]2)[CH2:10][CH2:9]1)[C:2]1[CH:7]=[CH:6][CH:5]=[CH:4][CH:3]=1.Cl.Cl.Cl.N(C1CCN([C@@H]2CN[C@H](C(N3CCSC3)=O)C2)CC1)[C:37]1C=CC=CC=1.C(O[BH-](OC(=O)C)OC(=O)C)(=O)C.[Na+].C=O>ClCCCl.O.C(O)(=O)C>[C:22]([O:21][C:19]([N:17]1[CH2:18][C@@H:14]([N:11]2[CH2:10][CH2:9][CH:8]([N:1]([CH3:37])[C:2]3[CH:3]=[CH:4][CH:5]=[CH:6][CH:7]=3)[CH2:13][CH2:12]2)[CH2:15][C@H:16]1[C:26]([N:28]1[CH2:32][CH2:31][S:30][CH2:29]1)=[O:27])=[O:20])([CH3:25])([CH3:24])[CH3:23] |f:1.2.3.4,5.6|. Reported procedure: 3-[(2S,4S)-4-(4-Anilinopiperidino)-1-tert-butoxycarbonyl-2-pyrrolidinylcarbonyl]-1,3-thiazolidine [product of Example 148 (3), 1.18 g] was dissolved in 1,2-dichloroethane (75 mL), and sodium triacetoxyborohydride (5.32 g), acetic acid (0.73 mL) and 37% formaldehyde solution (5.0 mL) were added thereto. The mixture was stirred at room temperature for 12 hr. The reaction mixture was added to water, and the mixture was extracted with chloroform. The extract was dried and the solvent was evaporated ... Procedure: The title compound is prepared by the procedure of Example 185 using 1.00 g of product from Example 63 in 20 ml of tetrahydrofuran, 0.26 ml of isobutyl chloroformate and 2.2 ml of 0.1M lithium bis(trimethylsilyl)amide to give 0.636 g of the desired product after chromatography. Isolated yield 106.1%. The reactants are [N+](=O)([O-])C1=CC=C(C=C1)COC(=O)C=1N2C(C(C2C(C1SC1COC(C1)CN=[N+]=[N-])C)C(C)O)=O (3-[[5-(Azidomethyl)tetrahydro-3-furanyl]thio]-6-(1-hydroxyethyl]-4-methyl-7-oxo-1-azabicyclo[3.2.0]hept-2-ene-2-carboxylic acid (4-nitrophenyl)methyl ester). Run in O1CCCC1 (tetrahydrofuran), ClC(=O)OCC(C)C (isobutyl chloroformate), C[Si](C)(C)[N-][Si](C)(C)C.[Li+] (lithium bis(trimethylsilyl)amide). Yields the product [N+](=O)([O-])C1=CC=C(C=C1)COC(=O)C=1N2C(C(C2C(C1SC1COC(C1)CN=[N+]=[N-])C)C(C)OC(=O)OCC(C)C)=O (3-[[5-(Azidomethyl)tetrahydro-3-furanyl]thio]-4-methyl-6-[1-[[(2-methylpropoxy)carbonyl]oxy]ethyl]-7-oxo-1-azabicyclo[3.2.0]hept-2-ene-2-carboxylic acid (4-nitrophenyl)methyl ester). RXN SMILES: [N+:1]([C:4]1[CH:9]=[CH:8][C:7]([CH2:10][O:11][C:12]([C:14]2[N:15]3[CH:18]([CH:19]([CH3:31])[C:20]=2[S:21][CH:22]2[CH2:26][CH:25]([CH2:27][N:28]=[N+:29]=[N-:30])[O:24][CH2:23]2)[CH:17]([CH:32]([OH:34])[CH3:33])[C:16]3=[O:35])=[O:13])=[CH:6][CH:5]=1)([O-:3])=[O:2]>O1CCCC1.ClC(OCC(C)C)=O.C[Si]([N-][Si](C)(C)C)(C)C.[Li+]>[N+:1]([C:4]1[CH:9]=[CH:8][C:7]([CH2:10][O:11][C:12]([C:14]2[N:15]3[CH:18]([CH:19]([CH3:31])[C:20]=2[S:21][CH:22]2[CH2:26][CH:25]([CH2:27][N:28]=[N+:29]=[N-:30])[O:24][CH2:23]2)[CH:17]([CH:32]([O:34][C:12]([O:11][CH2:10][CH:7]([CH3:8])[CH3:6])=[O:13])[CH3:33])[C:16]3=[O:35])=[O:13])=[CH:6][CH:5]=1)([O-:3])=[O:2] |f:3.4|.